From a dataset of the Open Reaction Database (ORD), a public repository of structured organic reaction records. describe an organic reaction: reactants, conditions, products, and yield Starting materials: solid, BrN1C(CCC1=O)=O (N-bromosuccinimide), Cl[Si](C)(C)C (chlorotrimethylsilane), C(C1=CC=CC=C1)OC(CCCC1=NN(C=C1)C(=O)OC(C)(C)C)=O (Tert-butyl 3-[4-(benzyloxy)-4-oxobutyl]-1H-pyrazole-1-carboxylate), solution, C[Si](C)(C)[N-][Si](C)(C)C.[Na+] (sodium bis(trimethylsilyl)amide). The solvent is C1CCOC1 (THF), C1CCOC1 (THF). Run at temperature -78 celsius, time 1 hour. Product: C(C1=CC=CC=C1)OC(C(CCC1=NN(C=C1)C(=O)OC(C)(C)C)Br)=O (Tert-butyl 3-[4-(benzyloxy)-3-bromo-4-oxobutyl]-1H-pyrazole-1-carboxylate). Reaction SMILES: [CH2:1]([O:8][C:9](=[O:25])[CH2:10][CH2:11][CH2:12][C:13]1[CH:17]=[CH:16][N:15]([C:18]([O:20][C:21]([CH3:24])([CH3:23])[CH3:22])=[O:19])[N:14]=1)[C:2]1[CH:7]=[CH:6][CH:5]=[CH:4][CH:3]=1.C[Si]([N-][Si](C)(C)C)(C)C.[Na+].Cl[Si](C)(C)C.[Br:41]N1C(=O)CCC1=O>C1COCC1>[CH2:1]([O:8][C:9](=[O:25])[CH:10]([Br:41])[CH2:11][CH2:12][C:13]1[CH:17]=[CH:16][N:15]([C:18]([O:20][C:21]([CH3:22])([CH3:24])[CH3:23])=[O:19])[N:14]=1)[C:2]1[CH:7]=[CH:6][CH:5]=[CH:4][CH:3]=1 |f:1.2|. Procedure details: To a stirred solution of 27.5 g (80.0 mmol) of tert-butyl 3-[4-(benzyloxy)-4-oxobutyl]-1H-pyrazole-1-carboxylate from step D above in 250 mL of anhydrous THF at −78° C. under an atmosphere of nitrogen was added 88 mL (88 mmol) of a 1.0 M solution of sodium bis(trimethylsilyl)amide in anhydrous THF. The resulting dark yellow solution was stirred for 1 h at −78° C. and then 12 mL (96 mmol) of chlorotrimethylsilane was added dropwise over 5 min. The resulting mixture was stirred for 25 min during w... RXN SMILES: [CH3:1][C:2]1[CH:3]=[C:4]2[C:8](=[CH:9][CH:10]=1)[C:7](=[O:11])[N:6]([CH2:12][CH2:13][C:14]([O:16][CH2:17][CH3:18])=[O:15])[C:5]2=[O:19].[Br:20]N1C(=O)CCC1=O>C(Cl)(Cl)(Cl)Cl.CC(N=NC(C#N)(C)C)(C#N)C>[Br:20][CH2:1][C:2]1[CH:3]=[C:4]2[C:8](=[CH:9][CH:10]=1)[C:7](=[O:11])[N:6]([CH2:12][CH2:13][C:14]([O:16][CH2:17][CH3:18])=[O:15])[C:5]2=[O:19]. Solvent: C(Cl)(Cl)(Cl)Cl (carbon tetrachloride). Starting materials: CC=1C=C2C(N(C(C2=CC1)=O)CCC(=O)OCC)=O (Ethyl 3-[5-methyl-1,3-dioxo-1,3-dihydro-2H-isoindol-2-yl]propionate), BrN1C(CCC1=O)=O (N-bromosuccinimide). The reagents and catalysts are CC(C)(C#N)N=NC(C)(C)C#N (AIBN). Isolated yield 104.1%. Yields the product BrCC=1C=C2C(N(C(C2=CC1)=O)CCC(=O)OCC)=O (Ethyl 3-[5-bromomethyl-1,3-dioxo-1,3-dihydro-2H-isoindol-2-yl]propionate). Procedure details: The material from step 1 (27.3 g, 0.10 mol) was dissolved in carbon tetrachloride (50 mL), and N-bromosuccinimide (19.5 g, 0.11 mol) and AIBN (200 mg) was added. The mixture was refluxed for 5 hours, filtered by suction, and the filtrate was concentrated to give 35.4 g yellow oil. Starting materials: Intermediate 31, Cl.N1CCC(CC1)=O (4-piperidone hydrochloride), BrC1=C(C=CC=C1)CBr (1-bromo-2-bromomethylbenzene). Product: BrC1=C(CN2CCC(CC2)=O)C=CC=C1 (1-(2-Bromo-benzyl)-piperidin-4-one). The yield is 82.2%. Reaction SMILES: Cl.[NH:2]1[CH2:7][CH2:6][C:5](=[O:8])[CH2:4][CH2:3]1.[Br:9][C:10]1[CH:15]=[CH:14][CH:13]=[CH:12][C:11]=1[CH2:16]Br>>[Br:9][C:10]1[CH:15]=[CH:14][CH:13]=[CH:12][C:11]=1[CH2:16][N:2]1[CH2:7][CH2:6][C:5](=[O:8])[CH2:4][CH2:3]1 |f:0.1|. Reported procedure: According to the procedure described for Intermediate 31, alkylation of 4-piperidone hydrochloride (1.0 g, 4.0 mmol) with 1-bromo-2-bromomethylbenzene (543 mg, 4.0 mmol) afforded the title compound (882 mg, 82% yield). HR-MS (m/z, MH+): measured 268.15 Starting materials: ClCCl, CN1CCCC1=O, CC1CNCCN1, CO, Nc1ncc(-c2nc(N3CCOCC3)c3nc(Cl)n(CC(F)(F)F)c3n2)cn1. The product is CC1CN(c2nc3c(N4CCOCC4)nc(-c4cnc(N)nc4)nc3n2CC(F)(F)F)CCN1. Reaction SMILES: [CH2:45]([Cl:46])[Cl:47].[CH3:1][N:2]1[CH2:3][CH2:4][CH2:5][C:6]1=[O:7].[CH3:36][CH:37]1[NH:38][CH2:39][CH2:40][NH:41][CH2:42]1.[CH3:43][OH:44].[Cl:8][c:9]1[n:10]([CH2:31][C:32]([F:33])([F:34])[F:35])[c:11]2[n:12][c:13](-[c:24]3[cH:25][n:26][c:27]([NH2:30])[n:28][cH:29]3)[n:14][c:15]([N:18]3[CH2:19][CH2:20][O:21][CH2:22][CH2:23]3)[c:16]2[n:17]1>>[c:9]1([N:41]2[CH2:40][CH2:39][NH:38][CH:37]([CH3:36])[CH2:42]2)[n:10]([CH2:31][C:32]([F:33])([F:34])[F:35])[c:11]2[n:12][c:13](-[c:24]3[cH:25][n:26][c:27]([NH2:30])[n:28][cH:29]3)[n:14][c:15]([N:18]3[CH2:19][CH2:20][O:21][CH2:22][CH2:23]3)[c:16]2[n:17]1. The reactants are CC(C)CC(O)c1ccccc1F, O=[Mn]=O. The product is CC(C)CC(=O)c1ccccc1F. Reaction SMILES: [CH3:1][CH:2]([CH2:3][CH:4]([c:5]1[c:6]([F:11])[cH:7][cH:8][cH:9][cH:10]1)[OH:12])[CH3:13].[O:14]=[Mn:15]=[O:16]>>[CH3:1][CH:2]([CH2:3][C:4]([c:5]1[c:6]([F:11])[cH:7][cH:8][cH:9][cH:10]1)=[O:12])[CH3:13]. Starting materials: Br.[C@@H]1([C@H](O)[C@@H](O)[C@H](O)[C@H](O1)CO)NC=1SC=C(N1)C(=O)OCC (Ethyl 2-(N-β-D-glucopyranosyl)aminothiazole-4-carboxylate hydrobromide), N (ammonia). Solvent: CO (methanol). Run at time 48 hour. The product is [C@@H]1([C@H](O)[C@@H](O)[C@H](O)[C@H](O1)CO)NC=1SC=C(N1)C(=O)N (2-(N-β-D-Glucopyranosyl)aminothiazole-4-carboxamide). Reaction SMILES: Br.[C@@H:2]1([NH:13][C:14]2[S:15][CH:16]=[C:17]([C:19]([O:21]CC)=O)[N:18]=2)[O:10][C@H:9]([CH2:11][OH:12])[C@@H:7]([OH:8])[C@H:5]([OH:6])[C@H:3]1[OH:4].[NH3:24]>CO>[C@@H:2]1([NH:13][C:14]2[S:15][CH:16]=[C:17]([C:19]([NH2:24])=[O:21])[N:18]=2)[O:10][C@H:9]([CH2:11][OH:12])[C@@H:7]([OH:8])[C@H:5]([OH:6])[C@H:3]1[OH:4] |f:0.1|. Reported procedure: Ethyl 2-(N-β-D-glucopyranosyl)aminothiazole-4-carboxylate hydrobromide (4.15 g., 0.01 mole) was added to a solution of methanol (50 ml.) saturated with ammonia at 0° in a pressure bottle. The reaction mixture was magnetically stirred at room temperature for 48 hours with the stopper well closed. The mixture was evaporated to dryness in vacuo. The residue was mixed with a small amount of ethyl acetate and chromatographed on a column of silica gel (2.54×20 cm) using acetone as the first solvent (3... The reactants are [H-].[Na+] (sodium hydride), ClC=1NC=C(N1)[N+](=O)[O-] (2-chloro-4-nitro-1H-imidazole), CC1(OC1)CN1C(OC(=N1)C1=CC=CC=C1)=O (3-(2-methyloxiran-2-ylmethyl)-5-phenyl-3H-[1,3,4]oxadiazol-2-one), C(O)([O-])=O.[Na+] (sodium hydrogencarbonate). Solvent: O (water), O (water), C(C)O (ethanol). Product: CC1(CN2C(O1)=NC(=C2)[N+](=O)[O-])CN2C(OC(=N2)C2=CC=CC=C2)=O (3-(2-methyl-6-nitro-2,3-dihydro-imidazo[2,1-b]oxazol-2-ylmethyl)-5-phenyl-3H-[1,3,4]-oxadiazol-2-one). Isolated yield 41.1%. As a reaction SMILES: Cl[C:2]1[NH:3][CH:4]=[C:5]([N+:7]([O-:9])=[O:8])[N:6]=1.[CH3:10][C:11]1([CH2:14][N:15]2[N:19]=[C:18]([C:20]3[CH:25]=[CH:24][CH:23]=[CH:22][CH:21]=3)[O:17][C:16]2=[O:26])[CH2:13][O:12]1.C(=O)([O-])O.[Na+].[H-].[Na+]>O.C(O)C>[CH3:13][C:11]1([CH2:14][N:15]2[N:19]=[C:18]([C:20]3[CH:21]=[CH:22][CH:23]=[CH:24][CH:25]=3)[O:17][C:16]2=[O:26])[O:12][C:2]2=[N:6][C:5]([N+:7]([O-:9])=[O:8])=[CH:4][N:3]2[CH2:10]1 |f:2.3,4.5|. Procedure: A mixture of 2-chloro-4-nitro-1H-imidazole (170 mg, 1.15 mmol), 3-(2-methyloxiran-2-ylmethyl)-5-phenyl-3H-[1,3,4]oxadiazol-2-one (310 mg, 0.9 mmol), sodium hydrogencarbonate (120 mg, 1.43 mmol) and ethanol (2 ml) was stirred under reflux for 2.5 hours. The reaction mixture was allowed to return to room temperature, then diluted with water. The solution was extracted with methylene chloride. The organic phase was dried over magnesium sulfate and then filtered. The filtrate was concentrated under ... Starting materials: C1(=CC=CC=C1)OC(C1=C(C=C(C=C1)NC=1SC(=C(N1)N)C(C1=C(C=CC=C1F)F)=O)O)=O (4-{4-Amino-5-(2,6-difluoro-benzoyl)-thiazol-2-ylamino]-2-hydroxy-benzoic Acid Phenyl Ester), C1(=CC=CC=C1)NCCN (N-phenyl-ethylene-diamine). Solvent: CN(C)C=O (DMF). Yields the product NC=1N=C(SC1C(C1=C(C=CC=C1F)F)=O)NC1=CC(=C(C(=O)NCCNC2=CC=CC=C2)C=C1)O (4-[4-Amino-5-(2,6-difluoro-benzoyl)-thiazol-2-ylamino]-2-hydroxy-N-(2-phenylamino-ethyl)-benzamide). RXN SMILES: C1([O:7][C:8](=O)[C:9]2[CH:14]=[CH:13][C:12]([NH:15][C:16]3[S:17][C:18]([C:22](=[O:31])[C:23]4[C:28]([F:29])=[CH:27][CH:26]=[CH:25][C:24]=4[F:30])=[C:19]([NH2:21])[N:20]=3)=[CH:11][C:10]=2[OH:32])C=CC=CC=1.[C:34]1([NH:40][CH2:41][CH2:42][NH2:43])[CH:39]=[CH:38][CH:37]=[CH:36][CH:35]=1>CN(C=O)C>[NH2:21][C:19]1[N:20]=[C:16]([NH:15][C:12]2[CH:13]=[CH:14][C:9]([C:8]([NH:43][CH2:42][CH2:41][NH:40][C:34]3[CH:39]=[CH:38][CH:37]=[CH:36][CH:35]=3)=[O:7])=[C:10]([OH:32])[CH:11]=2)[S:17][C:18]=1[C:22](=[O:31])[C:23]1[C:24]([F:30])=[CH:25][CH:26]=[CH:27][C:28]=1[F:29]. Procedure: A solution of 4-[4-amino-5-(2,6-difluoro-benzoyl)-thiazol-2-ylamino]-2-hydroxy-benzoic acid phenyl ester (16) and N-phenyl-ethylene-diamine (5 eq) in DMF was heated at 70° C. for 1 hour. DMF was removed under reduced pressure and the solution of resultant residue in ethyl acetate was washed with saturated aqueous NaHCO3 solution, brine, dried with MgSO4, filtered and concentrated. The product was purified by HPLC. Reactants: Brc1cccc2cnccc12, Brc1ccc2ccncc2c1, [O-][n+]1ccc2c(Br)cccc2c1, Cl. Product: [O-][n+]1ccc2ccc(Br)cc2c1, Cl. As a reaction SMILES: [Br:12][c:13]1[cH:14][cH:15][cH:16][c:17]2[c:18]1[cH:19][cH:20][n:21][cH:22]2.[Br:1][c:2]1[cH:3][cH:4][c:5]2[cH:6][cH:7][n:8][cH:9][c:10]2[cH:11]1.[Br:24][c:25]1[cH:26][cH:27][cH:28][c:29]2[c:30]1[cH:31][cH:32][n+:33]([O-:35])[cH:34]2.[ClH:23]>>[Br:1][c:2]1[cH:3][cH:4][c:5]2[cH:6][cH:7][n+:8]([O-:35])[cH:9][c:10]2[cH:11]1.[ClH:23]. The reactants are FC=1C=C2C(=CNC2=CC1)CCCNC1CC=2C(=C3C=CC=NC3=CC2)OC1 (N-[3-(5-fluoro-1H-indol-3-yl)propyl]-3,4-dihydro-2H-pyrano[2,3-f]quinolin-3-amine), Cl (HCl), Cl.Cl.FC=1C=C2C(=CNC2=CC1)CCCN(C1CC=2C(=C3C=CC=NC3=CC2)OC1)CCC (N-[3-(5-fluoro-1H-indol-3-yl)propyl]-N-propyl-3,4-dihydro-2H-pyrano[2,3-f]quinolin-3-amine bis-hydrochloride salt), Cl.CCOCC (HCl Et2O). The solvent is C(C)(=O)OCC (ethyl acetate), O (H2O). Yields the product FC=1C=C2C(=CNC2=CC1)CCCN(C1CC=2C(=C3C=CC=NC3=CC2)OC1)CCC (N-[3-(5-fluoro-1H-indol-3-yl)propyl]-N-propyl-3,4-dihydro-2H-pyrano[2,3-f]quinolin-3-amine). Reaction SMILES: FC1C=C2C(=CC=1)NC=C2CCCNC1COC2=C3C(=CC=C2C1)N=CC=C3.Cl.Cl.CCOCC.Cl.Cl.[F:38][C:39]1[CH:40]=[C:41]2[C:45](=[CH:46][CH:47]=1)[NH:44][CH:43]=[C:42]2[CH2:48][CH2:49][CH2:50][N:51]([CH2:66][CH2:67][CH3:68])[CH:52]1[CH2:65][O:64][C:55]2=[C:56]3[C:61](=[CH:62][CH:63]=[C:54]2[CH2:53]1)[N:60]=[CH:59][CH:58]=[CH:57]3>C(OCC)(=O)C.O>[F:38][C:39]1[CH:40]=[C:41]2[C:45](=[CH:46][CH:47]=1)[NH:44][CH:43]=[C:42]2[CH2:48][CH2:49][CH2:50][N:51]([CH2:66][CH2:67][CH3:68])[CH:52]1[CH2:65][O:64][C:55]2=[C:56]3[C:61](=[CH:62][CH:63]=[C:54]2[CH2:53]1)[N:60]=[CH:59][CH:58]=[CH:57]3 |f:2.3,4.5.6|. Reported procedure: This compound was prepared generally following the procedure above for example 22 using N-[3-(5-fluoro-1H-indol-3-yl)propyl]-3,4-dihydro-2H-pyrano[2,3-f]quinolin-3-amine (example 27) as starting material. It was converted to the HCl salt by dissolution in ethyl acetate and addition of 1M HCl/Et2O (2.4 eq) to generate N-[3-(5-fluoro-1H-indol-3-yl)propyl]-N-propyl-3,4-dihydro-2H-pyrano[2,3-f]quinolin-3-amine bis-hydrochloride salt as a yellow solid: mp 134° C./dec. MS (ESI) m/z 418 [M+H]+. Element...